From a dataset of the Open Reaction Database (ORD), a public repository of structured organic reaction records. describe an organic reaction: reactants, conditions, products, and yield The reactants are O=C(O)c1ccc(Br)nc1, COc1ccc(B(O)O)cn1, CS(C)=O, Cl, Cl, [Na+], [Na+], O=C([O-])[O-]. Yields the product COc1ccc(-c2ccc(C(=O)O)cn2)cn1. As a reaction SMILES: [Br:2][c:3]1[n:4][cH:5][c:6]([C:7](=[O:8])[OH:9])[cH:10][cH:11]1.[CH3:13][O:14][c:15]1[cH:16][cH:17][c:18]([B:21]([OH:22])[OH:23])[cH:19][n:20]1.[CH3:30][S:31]([CH3:32])=[O:33].[ClH:12].[ClH:1].[Na+:24].[Na+:25].[O-:26][C:27](=[O:28])[O-:29]>>[c:3]1(-[c:18]2[cH:17][cH:16][c:15]([O:14][CH3:13])[n:20][cH:19]2)[n:4][cH:5][c:6]([C:7](=[O:8])[OH:9])[cH:10][cH:11]1. Reactants: CC(=O)OCC(OC(C)=O)C(=O)O, CN(C)C=O, O=S(Cl)Cl. The product is CC(=O)OCC(OC(C)=O)C(=O)Cl. RXN SMILES: [C:5]([CH3:6])(=[O:7])[O:8][CH:9]([C:10](=[O:11])[OH:12])[CH2:13][O:14][C:15]([CH3:16])=[O:17].[CH3:18][N:19]([CH3:20])[CH:21]=[O:22].[S:1]([Cl:2])([Cl:3])=[O:4]>>[Cl:3][C:10]([CH:9]([O:8][C:5]([CH3:6])=[O:7])[CH2:13][O:14][C:15]([CH3:16])=[O:17])=[O:11]. Reactants: [Br-].O1C(CCCCC1)=C[P+](C1=CC=CC=C1)(C1=CC=CC=C1)C1=CC=CC=C1 ([(2-oxepanylidene)methyl] triphenylphosphonium bromide), COC=1C=C(C=O)C=C(C1)OC (3,5-dimethoxybenzaldehyde). Run in C=1(C(=CC=CC1)C)C (xylene). Product: COC=1C=C(C=C(C1)OC)C=CC(CCCCCBr)=O (1-(3,5-dimethoxyphenyl)-8-bromo-1-octen-3-one). As a reaction SMILES: [Br-:1].[O:2]1[CH2:8][CH2:7][CH2:6][CH2:5][CH2:4][C:3]1=[CH:9][P+](C1C=CC=CC=1)(C1C=CC=CC=1)C1C=CC=CC=1.[CH3:29][O:30][C:31]1[CH:32]=[C:33]([CH:36]=[C:37]([O:39][CH3:40])[CH:38]=1)[CH:34]=O>C1(C)C(C)=CC=CC=1>[CH3:29][O:30][C:31]1[CH:32]=[C:33]([CH:34]=[CH:9][C:3](=[O:2])[CH2:4][CH2:5][CH2:6][CH2:7][CH2:8][Br:1])[CH:36]=[C:37]([O:39][CH3:40])[CH:38]=1 |f:0.1|. Procedure details: 1.13 parts of [(2-oxepanylidene)methyl] triphenylphosphonium bromide having the formula ##STR11## was suspended and 0.83 part of 3,5-dimethoxybenzaldehyde was dissolved in 45 parts of xylene as the aprotic medium. This mixture was maintained under a nitrogen atmosphere and was refluxed for 24 hours and was then cooled to room temperature. Xylene was removed from the resulting clear solution at a temperature of about 60° C. and under reduced pressure. The remaining traces of xylene were removed i... Reactants: N1=CN=C(C=C1)C1=C(C(=O)OC)C=CC=C1 (methyl 2-(pyrimidin-4-yl)benzoate), Cl (hydrochloric acid). The solvent is C(C)(=O)O (acetic acid). The product is Cl.N1=CN=C(C=C1)C1=C(C(=O)O)C=CC=C1 (2-(pyrimidin-4-yl)benzoic acid hydrochloride). Reaction SMILES: [N:1]1[CH:6]=[CH:5][C:4]([C:7]2[CH:16]=[CH:15][CH:14]=[CH:13][C:8]=2[C:9]([O:11]C)=[O:10])=[N:3][CH:2]=1.[ClH:17]>C(O)(=O)C>[ClH:17].[N:1]1[CH:6]=[CH:5][C:4]([C:7]2[CH:16]=[CH:15][CH:14]=[CH:13][C:8]=2[C:9]([OH:11])=[O:10])=[N:3][CH:2]=1 |f:3.4|. Reported procedure: A mixture of methyl 2-(pyrimidin-4-yl)benzoate (0.49 g), acetic acid (2.0 mL) and 6 N hydrochloric acid (10 mL) was heated under reflux for 5 hr. The solvent was evaporated under reduced pressure, and the obtained residue was washed with ethyl acetate to give the title compound (0.45 g). Starting materials: O=C1CCC(=O)N1Br, CC#N, Nc1cc(CN2CCOCC2)nc2c(-c3cnc4ccccc4c3)cnn12. Product: Nc1c(Br)c(CN2CCOCC2)nc2c(-c3cnc4ccccc4c3)cnn12. As a reaction SMILES: [Br:28][N:29]1[C:30](=[O:31])[CH2:32][CH2:33][C:34]1=[O:35].[CH3:36][C:37]#[N:38].[O:1]1[CH2:2][CH2:3][N:4]([CH2:7][c:8]2[n:9][c:10]3[n:11]([c:12]([NH2:14])[cH:13]2)[n:15][cH:16][c:17]3-[c:18]2[cH:19][n:20][c:21]3[cH:22][cH:23][cH:24][cH:25][c:26]3[cH:27]2)[CH2:5][CH2:6]1>>[O:1]1[CH2:2][CH2:3][N:4]([CH2:7][c:8]2[n:9][c:10]3[n:11]([c:12]([NH2:14])[c:13]2[Br:28])[n:15][cH:16][c:17]3-[c:18]2[cH:19][n:20][c:21]3[cH:22][cH:23][cH:24][cH:25][c:26]3[cH:27]2)[CH2:5][CH2:6]1. Reactants: CC(C)(C)C(=O)Cl, C1CCOC1, O=C(C=Cc1cc(O)c(O)c([N+](=O)[O-])c1)c1ccccc1. Yields the product CC(C)(C)C(=O)Oc1cc(C=CC(=O)c2ccccc2)cc([N+](=O)[O-])c1O. RXN SMILES: [C:22]([C:23]([CH3:24])([CH3:25])[CH3:26])(=[O:27])[Cl:28].[O:29]1[CH2:30][CH2:31][CH2:32][CH2:33]1.[OH:1][c:2]1[cH:3][c:4]([CH:12]=[CH:13][C:14](=[O:15])[c:16]2[cH:17][cH:18][cH:19][cH:20][cH:21]2)[cH:5][c:6]([N+:9](=[O:10])[O-:11])[c:7]1[OH:8]>>[O:1]([c:2]1[cH:3][c:4]([CH:12]=[CH:13][C:14](=[O:15])[c:16]2[cH:17][cH:18][cH:19][cH:20][cH:21]2)[cH:5][c:6]([N+:9](=[O:10])[O-:11])[c:7]1[OH:8])[C:22]([C:23]([CH3:24])([CH3:25])[CH3:26])=[O:27]. Reactants: O=C1C2C[Se]CC1C(c1ccc(Cl)cc1)NC2c1ccc(Cl)cc1, [K+], NN, [OH-], O, OCCOCCOCCO, Cc1ccccc1C. Product: Clc1ccc(C2NC(c3ccc(Cl)cc3)C3C[Se]CC2C3)cc1. RXN SMILES: [Cl:1][c:2]1[cH:3][cH:4][c:5]([CH:8]2[CH:9]3[CH2:10][Se:11][CH2:12][CH:13]([CH:14]([c:16]4[cH:17][cH:18][c:19]([Cl:22])[cH:20][cH:21]4)[NH:15]2)[C:23]3=[O:24])[cH:6][cH:7]1.[K+:38].[NH2:25][NH2:26].[OH-:37].[OH2:39].[OH:27][CH2:28][CH2:29][O:30][CH2:31][CH2:32][O:33][CH2:34][CH2:35][OH:36].[c:40]1([CH3:41])[c:42]([CH3:43])[cH:44][cH:45][cH:46][cH:47]1>>[Cl:1][c:2]1[cH:3][cH:4][c:5]([CH:8]2[CH:9]3[CH2:10][Se:11][CH2:12][CH:13]([CH:14]([c:16]4[cH:17][cH:18][c:19]([Cl:22])[cH:20][cH:21]4)[NH:15]2)[CH2:23]3)[cH:6][cH:7]1. The reactants are c1ccc(COc2ccc(N3CCNCC3)nc2)cc1, CC#N, CO, ClCc1nc2ccccc2[nH]1, ClCCl, CN(C)C=O. Yields the product c1ccc(COc2ccc(N3CCN(Cc4nc5ccccc5[nH]4)CC3)nc2)cc1. As a reaction SMILES: [CH2:1]([c:2]1[cH:3][cH:4][cH:5][cH:6][cH:7]1)[O:8][c:9]1[cH:10][cH:11][c:12]([N:15]2[CH2:16][CH2:17][NH:18][CH2:19][CH2:20]2)[n:13][cH:14]1.[CH3:32][C:33]#[N:34].[CH3:43][OH:44].[Cl:21][CH2:22][c:23]1[n:24][c:25]2[c:26]([nH:27]1)[cH:28][cH:29][cH:30][cH:31]2.[Cl:35][CH2:36][Cl:37].[O:38]=[CH:39][N:40]([CH3:41])[CH3:42]>>[CH2:1]([c:2]1[cH:3][cH:4][cH:5][cH:6][cH:7]1)[O:8][c:9]1[cH:10][cH:11][c:12]([N:15]2[CH2:16][CH2:17][N:18]([CH2:22][c:23]3[n:24][c:25]4[c:26]([nH:27]3)[cH:28][cH:29][cH:30][cH:31]4)[CH2:19][CH2:20]2)[n:13][cH:14]1.